From a dataset of the Open Reaction Database (ORD), a public repository of structured organic reaction records. describe an organic reaction: reactants, conditions, products, and yield The reactants are ClC1=CC2=C(OC3=C(CN2C(=O)NN)C=CC=C3)C=C1 (8-chloro-10,11-dihydrodibenz[b,f][1,4]oxazepine-10-carboxylic acid hydrazide), C1=CC=CC=C1 (benzene), C(C)(=O)OC(C)=O (acetic anhydride), C(=O)O (formic acid), C(C)(=O)OC(C)=O (acetic anhydride). Run in O (water). Reaction conditions: time 1 hour. Yields the product C(=O)NNC(=O)N1C2=C(OC3=C(C1)C=CC=C3)C=CC(=C2)Cl (1-formyl-2-(8-chloro-10,11-dihydrodibenz[b,f][1,4]oxazepine-10-carbonyl)hydrazine). RXN SMILES: [Cl:1][C:2]1[CH:20]=[CH:19][C:5]2[O:6][C:7]3[CH:18]=[CH:17][CH:16]=[CH:15][C:8]=3[CH2:9][N:10]([C:11]([NH:13][NH2:14])=[O:12])[C:4]=2[CH:3]=1.C1C=CC=CC=1.[C:27](OC(=O)C)(=[O:29])C.C(O)=O>O>[CH:27]([NH:14][NH:13][C:11]([N:10]1[CH2:9][C:8]2[CH:15]=[CH:16][CH:17]=[CH:18][C:7]=2[O:6][C:5]2[CH:19]=[CH:20][C:2]([Cl:1])=[CH:3][C:4]1=2)=[O:12])=[O:29]. Procedure details: To a suspension of 2.88 parts of 8-chloro-10,11-dihydrodibenz[b,f][1,4]oxazepine-10-carboxylic acid hydrazide with 100 parts by volume of dry benzene is added about 1 part offormic acetic anhydride, prepared from 10.2 parts of acetic anhydride and 4.6 parts of formic acid. The reaction mixture is stirred until no evidence of starting material is detected, at which time 100 parts of water is added with vigorous stirring. Stirring is continued for about 1 hour, at the end of which time the mixture... RXN SMILES: [CH3:1][C:2]1[CH:13]=[CH:12][CH:11]=[CH:10][C:3]=1[CH2:4][C:5]1O[CH:7]=[CH:8][CH:9]=1.C(=O)([O-])[O-].[Na+].[Na+].BrBr.C1(O)C=CC=CC=1.O.[NH2:30][NH2:31].Cl>CO.O>[CH3:1][C:2]1[CH:13]=[CH:12][CH:11]=[CH:10][C:3]=1[CH2:4][C:5]1[N:30]=[N:31][CH:7]=[CH:8][CH:9]=1 |f:1.2.3,6.7|. Solvent: CO (methanol), O (water), CO (methanol). Reaction conditions: time 5 minute. Procedure details: A mixture of 2-(2-methylbenzyl)furan (5.2 g.), anhydrous sodium carbonate (12.8 g.) and methanol (120 ml.) was stirred at -2° C. during the addition, over 40 minutes, of a solution of bromine (1.6 ml.; 9.3 g.) in methanol (24 ml.). The mixture was stirred for a further 5 minutes, diluted with water (300 ml.) and extracted with toluene (4 × 35 ml.). The combined toluene extracts were dried over magnesium sulphate and evaporated to dryness to give crude 2-(2-methylbenzyl)-2,5-dimethoxy-2,5-dihydro... The reactants are BrBr (bromine), CC1=C(CC=2OC=CC2)C=CC=C1 (2-(2-methylbenzyl)furan), C([O-])([O-])=O.[Na+].[Na+] (sodium carbonate), C1(=CC=CC=C1)O (phenol), O.NN (hydrazine hydrate), Cl (Hydrochloric acid). Yields the product CC1=C(CC=2N=NC=CC2)C=CC=C1 (3-(2-methylbenzyl)pyridazine). Reactants: O (water), N12CCN(CC1)CC2 (1,4-diazabicyclo[2.2.2]octane), C1(=CC=C(C=C1)S(=O)(=O)Cl)C (4-toluenesulfonyl chloride), [Si](C)(C)(C(C)(C)C)OC(C)C1=CC(=NO1)CO ({5-[1-(t-butyldimethylsilanyloxy)ethyl]isoxazol-3-yl}methanol). Run in COC(C)(C)C (methyl-t-butyl ether). Reaction conditions: time 10 hour. Product: CC1=CC=C(C=C1)S(=O)(=O)OCC1=NOC(=C1)C(C)O[Si](C)(C)C(C)(C)C ({5-[1-(t-butyldimethylsilanyloxy)ethyl]isoxazol-3-yl}methyl 4-methylbenzenesulfonate). Yield: 30.6%. Reaction SMILES: [Si:1]([O:8][CH:9]([C:11]1[O:15][N:14]=[C:13]([CH2:16][OH:17])[CH:12]=1)[CH3:10])([C:4]([CH3:7])([CH3:6])[CH3:5])([CH3:3])[CH3:2].N12CCN(CC1)CC2.[C:26]1([CH3:36])[CH:31]=[CH:30][C:29]([S:32](Cl)(=[O:34])=[O:33])=[CH:28][CH:27]=1.O>COC(C)(C)C>[CH3:36][C:26]1[CH:31]=[CH:30][C:29]([S:32]([O:17][CH2:16][C:13]2[CH:12]=[C:11]([CH:9]([O:8][Si:1]([C:4]([CH3:5])([CH3:6])[CH3:7])([CH3:2])[CH3:3])[CH3:10])[O:15][N:14]=2)(=[O:34])=[O:33])=[CH:28][CH:27]=1. Reported procedure: 7.35 g of {5-[1-(t-butyldimethylsilanyloxy)ethyl]isoxazol-3-yl}methanol was dissolved in 50 ml of methyl-t-butyl ether, and 3.36 g of 1,4-diazabicyclo[2.2.2]octane and 5.72 g of 4-toluenesulfonyl chloride were then added under ice-cooling. The mixture was stirred for 10 hours under ice-cooling. After water was added, the reaction mixture was extracted with ethyl acetate. The organic layer was washed with water, dried over anhydrous magnesium sulfate, filtered and then concentrated under reduced ... Starting materials: COC(=O)C=1C=2C=CN(C2C=C(C1)Br)C1=CC=C(C=C1)F (6-bromo-1-(4-fluorophenyl)-1H-indole-4-carboxylic acid methyl ester), CN(C)C=O (DMF). Reagents/catalysts: C=1C=CC(=CC1)/C=C/C(=O)/C=C/C2=CC=CC=C2.C=1C=CC(=CC1)/C=C/C(=O)/C=C/C2=CC=CC=C2.C=1C=CC(=CC1)/C=C/C(=O)/C=C/C2=CC=CC=C2.[Pd].[Pd] (Pd2(dba)3), [C-]#N.[C-]#N.[Zn+2] (Zn(CN)2), C1=CC=C(C=C1)P([C-]2C=CC=C2)C3=CC=CC=C3.C1=CC=C(C=C1)P([C-]2C=CC=C2)C3=CC=CC=C3.[Fe+2] (dppf), [Zn] (Zn). Run at temperature 120 celsius, time 3 hour. The product is COC(=O)C=1C=2C=CN(C2C=C(C1)C#N)C1=CC=C(C=C1)F (6-cyano-1-(4-fluorophenyl)-1H-indole-4-carboxylic acid methyl ester). Reaction SMILES: [CH3:1][O:2][C:3]([C:5]1[C:6]2[CH:7]=[CH:8][N:9]([C:15]3[CH:20]=[CH:19][C:18]([F:21])=[CH:17][CH:16]=3)[C:10]=2[CH:11]=[C:12](Br)[CH:13]=1)=[O:4].[CH3:22][N:23](C=O)C>C1C=CC(/C=C/C(/C=C/C2C=CC=CC=2)=O)=CC=1.C1C=CC(/C=C/C(/C=C/C2C=CC=CC=2)=O)=CC=1.C1C=CC(/C=C/C(/C=C/C2C=CC=CC=2)=O)=CC=1.[Pd].[Pd].[C-]#N.[C-]#N.[Zn+2].C1C=CC(P(C2C=CC=CC=2)[C-]2C=CC=C2)=CC=1.C1C=CC(P(C2C=CC=CC=2)[C-]2C=CC=C2)=CC=1.[Fe+2].[Zn]>[CH3:1][O:2][C:3]([C:5]1[C:6]2[CH:7]=[CH:8][N:9]([C:15]3[CH:20]=[CH:19][C:18]([F:21])=[CH:17][CH:16]=3)[C:10]=2[CH:11]=[C:12]([C:22]#[N:23])[CH:13]=1)=[O:4] |f:2.3.4.5.6,7.8.9,10.11.12|. Procedure: A mixture of 6-bromo-1-(4-fluorophenyl)-1H-indole-4-carboxylic acid methyl ester (1.50 g, 4.30 mmol), Pd2(dba)3 (393.5 mg, 0.43 mmol), Zn(CN)2 (622 mg, 5.30 mmol), dppf (249.48 mg, 0.45 mmol) and Zn (196.11 mg, 3.00 mmol) in DMF (30 mL) is degassed with argon for 5 minutes. The mixture is warmed at 120° C. After 3 hours, the mixture is diluted with saturated aqueous ammonium chloride (30 mL) and extracted with EtOAc. The combined organic layers are washed with brine, dried over sodium sulfate, f... RXN SMILES: [Br:21][CH:22]([C:23](=[O:24])[O:25][CH2:26][CH3:27])[c:28]1[cH:29][c:30]2[c:31]([cH:32][cH:33]1)[O:34][CH2:35][O:36]2.[C:15](=[O:16])([O-:17])[O-:18].[Cs+:19].[Cs+:20].[O:37]=[CH:38][N:39]([CH3:40])[CH3:41].[OH:1][c:2]1[c:3]([CH2:12][CH2:13][CH3:14])[cH:4][c:5]([C:6](=[O:7])[O:8][CH3:9])[cH:10][cH:11]1>>[O:1]([c:2]1[c:3]([CH2:12][CH2:13][CH3:14])[cH:4][c:5]([C:6](=[O:7])[O:8][CH3:9])[cH:10][cH:11]1)[CH:22]([C:23](=[O:24])[O:25][CH2:26][CH3:27])[c:28]1[cH:29][c:30]2[c:31]([cH:32][cH:33]1)[O:34][CH2:35][O:36]2. Reactants: CCOC(=O)C(Br)c1ccc2c(c1)OCO2, O=C([O-])[O-], [Cs+], [Cs+], CN(C)C=O, CCCc1cc(C(=O)OC)ccc1O. The product is CCCc1cc(C(=O)OC)ccc1OC(C(=O)OCC)c1ccc2c(c1)OCO2.